describe an organic reaction: reactants, conditions, products, and yield From a dataset of the Open Reaction Database (ORD), a public repository of structured organic reaction records. Reactants: Nc1cc(C(F)(F)F)ccc1O, O, O=C(O)c1ccncc1, c1ccncc1. Yields the product O=C(Nc1cc(C(F)(F)F)ccc1O)c1ccncc1. RXN SMILES: [NH2:1][c:2]1[c:3]([OH:12])[cH:4][cH:5][c:6]([C:8]([F:9])([F:10])[F:11])[cH:7]1.[OH2:28].[OH:13][C:14](=[O:15])[c:16]1[cH:17][cH:18][n:19][cH:20][cH:21]1.[cH:22]1[cH:23][cH:24][n:25][cH:26][cH:27]1>>[NH:1]([c:2]1[c:3]([OH:12])[cH:4][cH:5][c:6]([C:8]([F:9])([F:10])[F:11])[cH:7]1)[C:14](=[O:13])[c:16]1[cH:17][cH:18][n:19][cH:20][cH:21]1. Reactants: [Br-], CC1(C)OCC(COc2ccc(CCCOS(C)(=O)=O)cc2)O1, CC(C)=O, [Li+]. The product is CC1(C)OCC(COc2ccc(CCCBr)cc2)O1. RXN SMILES: [Br-:25].[CH3:1][C:2]1([CH3:23])[O:3][CH2:4][CH:5]([CH2:7][O:8][c:9]2[cH:10][cH:11][c:12]([CH2:15][CH2:16][CH2:17][O:18][S:19]([CH3:20])(=[O:21])=[O:22])[cH:13][cH:14]2)[O:6]1.[CH3:26][C:27](=[O:28])[CH3:29].[Li+:24]>>[CH3:1][C:2]1([CH3:23])[O:3][CH2:4][CH:5]([CH2:7][O:8][c:9]2[cH:10][cH:11][c:12]([CH2:15][CH2:16][CH2:17][Br:25])[cH:13][cH:14]2)[O:6]1.